This data is from the Open Reaction Database (ORD), a public repository of structured organic reaction records. The task is: describe an organic reaction: reactants, conditions, products, and yield Starting materials: OC1=C(C(N(C2=CC=C(C=C12)I)C)=O)C(=O)NCC(=O)OCC (ethyl 2-(4-hydroxy-6-iodo-1-methyl-2-oxo-1,2-dihydroquinoline-3-carboxamido)acetate), C1(=CC=CC=C1)B(O)O (phenylboronic acid), C([O-])([O-])=O.[Na+].[Na+] (Sodium carbonate), C1(=CC=CC=C1)B(O)O (phenyl boronic acid). The reagents and catalysts are C=1C=CC(=CC1)[P](C=2C=CC=CC2)(C=3C=CC=CC3)[Pd]([P](C=4C=CC=CC4)(C=5C=CC=CC5)C=6C=CC=CC6)([P](C=7C=CC=CC7)(C=8C=CC=CC8)C=9C=CC=CC9)[P](C=1C=CC=CC1)(C=1C=CC=CC1)C=1C=CC=CC1 (Tetrakis(triphenylphosphine)palladium(0)). Run in CN(C=O)C (N,N-Dimethylformamide). Run at time 8 hour. Product: OC1=C(C(N(C2=CC=C(C=C12)C1=CC=CC=C1)C)=O)C(=O)NCC(=O)OCC (Ethyl 2-(4-hydroxy-1-methyl-2-oxo-6-phenyl-1,2-dihydroquinoline-3-carboxamido)acetate). As a reaction SMILES: [OH:1][C:2]1[C:11]2[C:6](=[CH:7][CH:8]=[C:9](I)[CH:10]=2)[N:5]([CH3:13])[C:4](=[O:14])[C:3]=1[C:15]([NH:17][CH2:18][C:19]([O:21][CH2:22][CH3:23])=[O:20])=[O:16].[C:24]1(B(O)O)[CH:29]=[CH:28][CH:27]=[CH:26][CH:25]=1.C(=O)([O-])[O-].[Na+].[Na+]>C1C=CC([P]([Pd]([P](C2C=CC=CC=2)(C2C=CC=CC=2)C2C=CC=CC=2)([P](C2C=CC=CC=2)(C2C=CC=CC=2)C2C=CC=CC=2)[P](C2C=CC=CC=2)(C2C=CC=CC=2)C2C=CC=CC=2)(C2C=CC=CC=2)C2C=CC=CC=2)=CC=1.CN(C)C=O>[OH:1][C:2]1[C:11]2[C:6](=[CH:7][CH:8]=[C:9]([C:24]3[CH:29]=[CH:28][CH:27]=[CH:26][CH:25]=3)[CH:10]=2)[N:5]([CH3:13])[C:4](=[O:14])[C:3]=1[C:15]([NH:17][CH2:18][C:19]([O:21][CH2:22][CH3:23])=[O:20])=[O:16] |f:2.3.4,^1:42,44,63,82|. Procedure details: A solution of ethyl 2-(4-hydroxy-6-iodo-1-methyl-2-oxo-1,2-dihydroquinoline-3-carboxamido)acetate (200 mg, 465 μmol), phenylboronic acid (85 mg, 697 μmol), 2M Sodium carbonate (0.7 ml, 1395 μmol), Tetrakis(triphenylphosphine)palladium(0) (5 mg, 5 μmol) and N,N-Dimethylformamide (10 ml) was stirred at 100° C. After 8 hrs, an additional equivalent of the phenyl boronic acid was added, and the mixture was stirred for 15 hrs. The reaction mixture was concentrated on a roto-evaporator and extracted w... Starting materials: CC(=O)OO, CC(=O)O, CC(C)O, Clc1cccc(Oc2cccnc2)c1. Yields the product [O-][n+]1cccc(Oc2cccc(Cl)c2)c1. As a reaction SMILES: [C:15]([O:16][OH:18])(=[O:17])[CH3:19].[CH3:24][C:25](=[O:26])[OH:27].[CH:20]([OH:21])([CH3:22])[CH3:23].[Cl:1][c:2]1[cH:3][c:4]([O:5][c:6]2[cH:7][n:8][cH:9][cH:10][cH:11]2)[cH:12][cH:13][cH:14]1>>[Cl:1][c:2]1[cH:3][c:4]([O:5][c:6]2[cH:7][n+:8]([O-:17])[cH:9][cH:10][cH:11]2)[cH:12][cH:13][cH:14]1. Reactants: CCN(C(C)C)C(C)C, Clc1nc2ccccc2o1, COC(=O)c1cccc(OCCCCN)c1, C1CCOC1, O. Yields the product COC(=O)c1cccc(OCCCCNc2nc3ccccc3o2)c1. RXN SMILES: [CH:17]([N:18]([CH2:19][CH3:20])[CH:21]([CH3:22])[CH3:23])([CH3:24])[CH3:25].[Cl:26][c:27]1[o:28][c:29]2[c:30]([n:31]1)[cH:32][cH:33][cH:34][cH:35]2.[NH2:1][CH2:2][CH2:3][CH2:4][CH2:5][O:6][c:7]1[cH:8][c:9]([C:10](=[O:11])[O:12][CH3:13])[cH:14][cH:15][cH:16]1.[O:37]1[CH2:38][CH2:39][CH2:40][CH2:41]1.[OH2:36]>>[NH:1]([CH2:2][CH2:3][CH2:4][CH2:5][O:6][c:7]1[cH:8][c:9]([C:10](=[O:11])[O:12][CH3:13])[cH:14][cH:15][cH:16]1)[c:27]1[o:28][c:29]2[c:30]([n:31]1)[cH:32][cH:33][cH:34][cH:35]2.